Dataset: the Open Reaction Database (ORD), a public repository of structured organic reaction records. Task: describe an organic reaction: reactants, conditions, products, and yield The reactants are ClC1=CN=C(C2=CC(=CC=C12)S(=O)(=O)N(C1(CCCC1)C(=O)O)CCOC1OCCCC1)NC(=N)N (1-{[(4-Chloro-1-guanidino-7-isoquinolinyl)sulphonyl][2-(tetrahydro-2H-pyran-2-yloxy)ethyl]amino}cyclopentanecarboxylic acid), Cl (HCl). Solvent: CCOC(=O)C (EtOAc). Run at time 18 hour. Product: Cl.ClC1=CN=C(C2=CC(=CC=C12)S(=O)(=O)N1C2(CCCC2)C(OCC1)=O)N=C(N)N (N"-{4-Chloro-7-[(10-oxo-9-oxa-6-azaspiro[4.5]dec-6-yl)sulphonyl]-1-isoquinolinyl}guanidine hydrochloride). Yield: 1945.9%. Reaction SMILES: [Cl:1][C:2]1[C:11]2[C:6](=[CH:7][C:8]([S:12]([N:15]([CH2:24][CH2:25][O:26]C3CCCCO3)[C:16]3([C:21]([OH:23])=O)[CH2:20][CH2:19][CH2:18][CH2:17]3)(=[O:14])=[O:13])=[CH:9][CH:10]=2)[C:5]([NH:33][C:34]([NH2:36])=[NH:35])=[N:4][CH:3]=1.Cl>CCOC(C)=O>[ClH:1].[Cl:1][C:2]1[C:11]2[C:6](=[CH:7][C:8]([S:12]([N:15]3[CH2:24][CH2:25][O:26][C:21](=[O:23])[C:16]43[CH2:17][CH2:18][CH2:19][CH2:20]4)(=[O:14])=[O:13])=[CH:9][CH:10]=2)[C:5]([N:33]=[C:34]([NH2:35])[NH2:36])=[N:4][CH:3]=1 |f:3.4|. Procedure: 1-{[(4-Chloro-1-guanidino-7-isoquinolinyl)sulphonyl][2-(tetrahydro-2H-pyran-2-yloxy)ethyl]amino}cyclopentanecarboxylic acid (20 mg, 0.037 mmol) was dissolved in EtOAc (20 ml), ethereal HCl (10 ml) added, and the reaction stirred at room temperature for 18 h. The resulting precipitate was filtered, washed with EtOAc and dried under vacuum to give N"-{4-Chloro-7-[(10-oxo-9-oxa-6-azaspiro[4.5]dec-6-yl)sulphonyl]-1-isoquinolinyl}guanidine hydrochloride (17 mg, 0.36 mmol). Run in O (water). The product is CC=1C(=NC=C(C1)C(F)(F)F)N1CCNCC1 (1-(3-methyl-5-trifluoromethylpyridin-2-yl)piperazine). The yield is 98.3%. Conditions: time 8 hour. Reactants: C(C)(C)(C)OC(=O)N1CCN(CC1)C1=NC=C(C=C1C)C(F)(F)F (4-(3-methyl-5-trifluoromethylpyridin-2-yl)piperazine-1-carboxylic acid tert-butyl ester), Cl.C(C)(=O)OCC (hydrogen chloride ethyl acetate), C(Cl)(Cl)Cl (chloroform), C(O)([O-])=O.[Na+] (sodium hydrogen carbonate). Procedure details: To 2,3-dichloro-5-trifluoromethylpyridine (25 g) were added 1-BOC-piperazine (23.84 g), potassium carbonate (32.08 g), N,N-dimethylformamide (50 mL) and toluene (50 mL), and the mixture was stirred at 100° C. for 8 hr. Water was added to the reaction mixture, and the mixture was extracted with ethyl acetate. The organic layer was washed with water and saturated brine, and the solvent was evaporated. The residue was purified by column chromatography (hexane:ethyl acetate) to give 4-(3-chloro-5-tr... As a reaction SMILES: C(OC([N:8]1[CH2:13][CH2:12][N:11]([C:14]2[C:19]([CH3:20])=[CH:18][C:17]([C:21]([F:24])([F:23])[F:22])=[CH:16][N:15]=2)[CH2:10][CH2:9]1)=O)(C)(C)C.Cl.C(OCC)(=O)C.C(Cl)(Cl)Cl.C(=O)([O-])O.[Na+]>O>[CH3:20][C:19]1[C:14]([N:11]2[CH2:10][CH2:9][NH:8][CH2:13][CH2:12]2)=[N:15][CH:16]=[C:17]([C:21]([F:24])([F:23])[F:22])[CH:18]=1 |f:1.2,4.5|. Reactants: CC(C)n1c(C(=O)O)cc2cc(C(=O)N3CCCN(C(=O)OC(C)(C)C)CC3)ccc21, C1COCCN1, CCN=C=NCCCN(C)C, Cl. The product is CC(C)n1c(C(=O)N2CCOCC2)cc2cc(C(=O)N3CCCN(C(=O)OC(C)(C)C)CC3)ccc21. RXN SMILES: [C:1]([CH3:2])([CH3:3])([CH3:4])[O:5][C:6](=[O:7])[N:8]1[CH2:9][CH2:10][N:11]([C:15](=[O:16])[c:17]2[cH:18][c:19]3[cH:20][c:21]([C:29](=[O:30])[OH:31])[n:22]([CH:26]([CH3:27])[CH3:28])[c:23]3[cH:24][cH:25]2)[CH2:12][CH2:13][CH2:14]1.[CH2:32]1[CH2:33][O:34][CH2:35][CH2:36][NH:37]1.[CH2:39]([N:40]=[C:41]=[N:42][CH2:43][CH2:44][CH2:45][N:46]([CH3:47])[CH3:48])[CH3:49].[ClH:38]>>[C:1]([CH3:2])([CH3:3])([CH3:4])[O:5][C:6](=[O:7])[N:8]1[CH2:9][CH2:10][N:11]([C:15](=[O:16])[c:17]2[cH:18][c:19]3[cH:20][c:21]([C:29](=[O:30])[N:37]4[CH2:32][CH2:33][O:34][CH2:35][CH2:36]4)[n:22]([CH:26]([CH3:27])[CH3:28])[c:23]3[cH:24][cH:25]2)[CH2:12][CH2:13][CH2:14]1. Reactants: C1=CC(=CC=C1S(=O)(=O)C2=CC=C(C=C2)Cl)Cl (4,4'-dichlorodiphenylsulfone), [OH-].[Na+] (sodium hydroxide), C(C(=O)O)(=O)O (oxalic acid), CC1=C(C(=C(C(=C1O)C)C)C(C)(C)C1=CC=C(C=C1)O)C (tetramethylbisphenol A), [OH-].[Na+] (sodium hydroxide). Solvent: C1(=CC=CC=C1)C (toluene), O (water), C1(=CC=CC=C1)C (toluene). Reaction conditions: temperature 130 celsius. Product: C1(=CC=C(C=C1)C1=CC=C(C=C1)O)O (4,4'-biphenol). Reaction SMILES: [OH-].[Na+].C1C(S(C2C=CC(Cl)=CC=2)(=O)=O)=CC=C(Cl)C=1.[C:20]([OH:25])(=O)[C:21](O)=O.C[C:27]1[C:32]([OH:33])=[C:31](C)[C:30](C)=[C:29]([C:36]([C:39]2C=CC(O)=C[CH:40]=2)(C)[CH3:37])[C:28]=1C>C1(C)C=CC=CC=1.O>[C:32]1([OH:33])[CH:31]=[CH:30][C:29]([C:36]2[CH:37]=[CH:21][C:20]([OH:25])=[CH:40][CH:39]=2)=[CH:28][CH:27]=1 |f:0.1|. Reported procedure: This mixture was stirred and heated under a nitrogen atmosphere. To it was added over 8 minutes at 40°-49° C. aqueous sodium hydroxide (49.47%, 36.31 g, 447.8 mmole); the contents of the addition funnel were rinsed in with a total of about 6 ml of hot deionized water. Temperature was raised over 29 minutes to 109° C. and then over 1.5 hours to 122° C. while water was periodically drained from the Dean-Stark trap. Toluene was then removed over 27 minutes, the temperature rising to 160° C. A hot s... Reactants: [C@@H]1(C[C@H](O)[C@@H](CO)O1)N1C(=O)NC(=O)C(C)=C1 (thymidine), CNC1=C2N=CNC2=NC=N1 (6-Methylamino-9H-purine), Purine nucleoside, F[C@H]1C[C@@H](O[C@@H]1CO)N1C(=O)NC(=O)C=C1 (2',3'-dideoxy-3'-fluorouridine), [N-]=[N+]=[N-].[K+] (potassium azide). Run in CO (MeOH), P(=O)([O-])([O-])[O-].[K+].[K+].[K+] (potassium phosphate). Conditions: temperature 45 celsius, time 2 day. The product is F[C@H]1C[C@@H](O[C@@H]1CO)N1C2=NC=NC(=C2N=C1)NC (9-(2,3-dideoxy-3-fluoro-β-D-erythro-pentofuranosyl)-6-(methylamino)-9H-purine). Isolated yield 0.1%. As a reaction SMILES: [CH3:1][NH:2][C:3]1[N:11]=[CH:10][N:9]=[C:8]2[C:4]=1[N:5]=[CH:6][NH:7]2.[F:12][C@@H:13]1[C@@H:17]([CH2:18][OH:19])[O:16][C@@H:15](N2C=CC(=O)NC2=O)[CH2:14]1.[N-]=[N+]=[N-].[K+].[C@@H]1(N2C=C(C)C(=O)NC2=O)O[C@H](CO)[C@@H](O)C1>P([O-])([O-])([O-])=O.[K+].[K+].[K+].CO>[F:12][C@@H:13]1[C@@H:17]([CH2:18][OH:19])[O:16][C@@H:15]([N:7]2[CH:6]=[N:5][C:4]3[C:8]2=[N:9][CH:10]=[N:11][C:3]=3[NH:2][CH3:1])[CH2:14]1 |f:2.3,5.6.7.8|. Procedure: 6-Methylamino-9H-purine (0.41 g, 2.7 moles) (Sigma Chemical Company) and 2',3'-dideoxy-3'-fluorouridine (0.50 g, 2.2 moles) were suspended in 50 ml 10 mM potassium phosphate buffer, pH 7.0, containing 0.04% potassium azide. Purine nucleoside phosphorylase (1120 I.U.) and thymidine phosphorylase (10,000 I.U.) (Krenitsky, et al., Biochemistry, 20, 3615, 1981 and U.S. Pat. No. 4,381,344) immobilized on DEAE cellulose was added to the reaction and the suspension was stirred at 45° C. After 2 days, 1... Reactants: CC(=CBr)c1ccccc1Cl, CN1CCc2[nH]c3ccc(Cl)cc3c2CC1, [Cu]I, CN(C)C=O, O=C(O)C1CCCN1. Product: CC(=Cn1c2c(c3cc(Cl)ccc31)CCN(C)CC2)c1ccccc1Cl. Reaction SMILES: [Br:17][CH:18]=[C:19]([CH3:20])[c:21]1[c:22]([Cl:27])[cH:23][cH:24][cH:25][cH:26]1.[Cl:1][c:2]1[cH:3][c:4]2[c:5]3[c:6]([nH:7][c:8]2[cH:9][cH:10]1)[CH2:11][CH2:12][N:13]([CH3:16])[CH2:14][CH2:15]3.[Cu:41][I:42].[O:36]=[CH:37][N:38]([CH3:39])[CH3:40].[OH:28][C:29]([CH:30]1[NH:31][CH2:32][CH2:33][CH2:34]1)=[O:35]>>[Cl:1][c:2]1[cH:3][c:4]2[c:5]3[c:6]([n:7]([CH:18]=[C:19]([CH3:20])[c:21]4[c:22]([Cl:27])[cH:23][cH:24][cH:25][cH:26]4)[c:8]2[cH:9][cH:10]1)[CH2:11][CH2:12][N:13]([CH3:16])[CH2:14][CH2:15]3. Yields the product CCOC(=O)C1(Cc2ccccc2)CN(C(=O)OC(C)(C)C)CCC1=O. Reaction SMILES: [Br:22][CH2:23][c:24]1[cH:25][cH:26][cH:27][cH:28][cH:29]1.[CH2:1]([CH3:2])[O:3][C:4](=[O:5])[CH:6]1[CH2:7][N:8]([C:13](=[O:14])[O:15][C:16]([CH3:17])([CH3:18])[CH3:19])[CH2:9][CH2:10][C:11]1=[O:12].[CH3:35][CH2:36][O:37][C:38](=[O:39])[CH3:40].[H-:20].[Na+:21].[O:30]=[CH:31][N:32]([CH3:33])[CH3:34]>>[CH2:1]([CH3:2])[O:3][C:4](=[O:5])[C:6]1([CH2:23][c:24]2[cH:25][cH:26][cH:27][cH:28][cH:29]2)[CH2:7][N:8]([C:13](=[O:14])[O:15][C:16]([CH3:17])([CH3:18])[CH3:19])[CH2:9][CH2:10][C:11]1=[O:12]. Reactants: BrCc1ccccc1, CCOC(=O)C1CN(C(=O)OC(C)(C)C)CCC1=O, CCOC(C)=O, [H-], [Na+], CN(C)C=O. Starting materials: C(Cl)(Cl)Cl (Chloroform), C(CC)C1=NC2=CC=CC=C2C(=C1)OCC1=CC=C(C(=O)O)C=C1 (4-[(2-Propylquinolin-4-yloxy)methyl]benzoic acid), C1(=CC=CC=C1)S(=O)(=O)N (benzene sulphonamide), Cl.CN(CCCN=C=NCC)C (1-[3-(dimethylamino)propyl]-3-ethylcarbodiimide hydrochloride). The reagents and catalysts are CN(C1=CC=NC=C1)C (4-dimethylaminopyridine). Run in ClCCl (dichloromethane). Run at time 8 hour. Yields the product C(CC)C1=NC2=CC=CC=C2C(=C1)OCC1=CC=C(C(=O)NS(=O)(=O)C2=CC=CC=C2)C=C1 (4-[(2-propylquinolin-4-yloxy)methyl]-N-phenylsulphonylbenzamide). Yield: 46.5%. As a reaction SMILES: [CH2:1]([C:4]1[CH:13]=[C:12]([O:14][CH2:15][C:16]2[CH:24]=[CH:23][C:19]([C:20](O)=[O:21])=[CH:18][CH:17]=2)[C:11]2[C:6](=[CH:7][CH:8]=[CH:9][CH:10]=2)[N:5]=1)[CH2:2][CH3:3].[C:25]1([S:31]([NH2:34])(=[O:33])=[O:32])[CH:30]=[CH:29][CH:28]=[CH:27][CH:26]=1.Cl.CN(C)CCCN=C=NCC.C(Cl)(Cl)Cl>CN(C)C1C=CN=CC=1.ClCCl>[CH2:1]([C:4]1[CH:13]=[C:12]([O:14][CH2:15][C:16]2[CH:24]=[CH:23][C:19]([C:20]([NH:34][S:31]([C:25]3[CH:30]=[CH:29][CH:28]=[CH:27][CH:26]=3)(=[O:33])=[O:32])=[O:21])=[CH:18][CH:17]=2)[C:11]2[C:6](=[CH:7][CH:8]=[CH:9][CH:10]=2)[N:5]=1)[CH2:2][CH3:3] |f:2.3|. Reported procedure: 4-[(2-Propylquinolin-4-yloxy)methyl]benzoic acid (240 mg) was added to a mixture of benzene sulphonamide (120 mg), 4-dimethylaminopyridine (90 mg) and 1-[3-(dimethylamino)propyl]-3-ethylcarbodiimide hydrochloride (150 mg) in dichloromethane (20 ml) and the mixture stirred overnight. Chloroform (20 ml) was added the mixture was washed successively with 1M citric acid solution (10 ml), water (2×10 ml), saturated sodium chloride solution (5 ml) and then dried (MgSO4). The solvent was removed by eva... Starting materials: C[Si](C)(C)[N-][Si](C)(C)C.[K+] (potassium bis(trimethylsilyl)amide), COC(C1=C(C=C(C=C1)C1=NC=CC=C1C(F)(F)F)N)=O (2-amino-4-(3-trifluoromethyl-pyridin-2-yl)-benzoic acid methyl ester), C(C)(=O)O (acetic acid), O (water). Run in C1(=CC=CC=C1)C (toluene), O1CCOCC1 (dioxane). Conditions: time 8 hour. Product: OC1=CC(NC2=CC(=CC=C12)C1=NC=CC=C1C(F)(F)F)=O (4-Hydroxy-7-(3-trifluoromethyl-pyridin-2-yl)-1H-quinolin-2-one). As a reaction SMILES: CO[C:3](=[O:21])[C:4]1[CH:9]=[CH:8][C:7]([C:10]2[C:15]([C:16]([F:19])([F:18])[F:17])=[CH:14][CH:13]=[CH:12][N:11]=2)=[CH:6][C:5]=1[NH2:20].[C:22](O)(=[O:24])[CH3:23].O.C[Si]([N-][Si](C)(C)C)(C)C.[K+]>O1CCOCC1.C1(C)C=CC=CC=1>[OH:21][C:3]1[C:4]2[C:5](=[CH:6][C:7]([C:10]3[C:15]([C:16]([F:17])([F:18])[F:19])=[CH:14][CH:13]=[CH:12][N:11]=3)=[CH:8][CH:9]=2)[NH:20][C:22](=[O:24])[CH:23]=1 |f:3.4|. Reported procedure: Heat a solution of 2-amino-4-(3-trifluoromethyl-pyridin-2-yl)-benzoic acid methyl ester (296 mg, 1.0 mmol) and acetic acid (1 mL) in dioxane (2 mL) at 60° C. for 3 hours. Cool the mixture, add water (1 mL) and evaporate to dryness. Dissolve the solid in THF (4 mL) and add drop wise to a solution of potassium bis(trimethylsilyl)amide (600 mg, 3.0 mmol) in toluene (6 mL) at −78° C. Allow the reaction to return to room temperature overnight. Add water (10 mL) and extract with ethyl acetate. Acidify...